This data is from the Open Reaction Database (ORD), a public repository of structured organic reaction records. The task is: describe an organic reaction: reactants, conditions, products, and yield The reactants are CC(C(C(=O)O)=O)C1=CC=C(C=C1)CC(C)C (3-methyl-3-(4-isobutylphenyl)-pyruvic acid), [OH-].[Na+] (sodium hydroxide), OO (hydrogen peroxide). Product: C(C(C)C)C1=CC=C(C=C1)C(C(=O)O)C (2-(4-isobutylphenyl)-propionic acid). The yield is 78.0%. As a reaction SMILES: [CH3:1][CH:2]([C:8]1[CH:13]=[CH:12][C:11]([CH2:14][CH:15]([CH3:17])[CH3:16])=[CH:10][CH:9]=1)[C:3](=[O:7])C(O)=O.[OH-:18].[Na+].OO>>[CH2:14]([C:11]1[CH:12]=[CH:13][C:8]([CH:2]([CH3:1])[C:3]([OH:7])=[O:18])=[CH:9][CH:10]=1)[CH:15]([CH3:17])[CH3:16] |f:1.2|. Procedure: The procedure of Example 5(ii) was repeated using 7.1 g. of 3-methyl-3-(4-isobutylphenyl)-pyruvic acid obtained in Example 7(i), 50 ml of aqueous 8% sodium hydroxide and 4.5 ml of 30% aqueous hydrogen peroxide. 4.9 g. of 2-(4-isobutylphenyl)-propionic acid was afforded. mp. 75.0°-76.5°C. Yield 78% (based on the theoretical).